From a dataset of the Open Reaction Database (ORD), a public repository of structured organic reaction records. describe an organic reaction: reactants, conditions, products, and yield Starting materials: CCOC(=O)CC(=O)OCC, CCOC(=O)C(C(=O)OCC)c1cc(F)cc(OCc2ccccc2)c1, CS(C)=O, [Cl-], [Li+], O. Yields the product CCOC(=O)Cc1cc(F)cc(OCc2ccccc2)c1. As a reaction SMILES: [C:27]([O:28][CH2:29][CH3:30])(=[O:31])[CH2:32][C:33]([O:34][CH2:35][CH3:36])=[O:37].[CH2:1]([c:2]1[cH:3][cH:4][cH:5][cH:6][cH:7]1)[O:8][c:9]1[cH:10][c:11]([CH:16]([C:17](=[O:18])[O:19][CH2:20][CH3:21])[C:22]([O:23][CH2:24][CH3:25])=[O:26])[cH:12][c:13]([F:15])[cH:14]1.[CH3:38][S:39]([CH3:40])=[O:41].[Cl-:42].[Li+:43].[OH2:44]>>[CH2:1]([c:2]1[cH:3][cH:4][cH:5][cH:6][cH:7]1)[O:8][c:9]1[cH:10][c:11]([CH2:16][C:17](=[O:18])[O:19][CH2:20][CH3:21])[cH:12][c:13]([F:15])[cH:14]1. Reactants: NC1=C2C=C(N(C2=CC=C1)C)C(=O)OCC (ethyl 4-amino-1-methyl-2-indolecarboxylate), C(C)(=O)O (acetic acid). Solvent: N1=CC=CC=C1 (pyridine). Yields the product C(C)(=O)NC1=C2C=C(N(C2=CC=C1)C)C(=O)OCC (ethyl 4-acetamido-1-methyl-2-indolecarboxylate). Isolated yield 97.9%. As a reaction SMILES: [NH2:1][C:2]1[CH:10]=[CH:9][CH:8]=[C:7]2[C:3]=1[CH:4]=[C:5]([C:12]([O:14][CH2:15][CH3:16])=[O:13])[N:6]2[CH3:11].[C:17](O)(=[O:19])[CH3:18]>N1C=CC=CC=1>[C:17]([NH:1][C:2]1[CH:10]=[CH:9][CH:8]=[C:7]2[C:3]=1[CH:4]=[C:5]([C:12]([O:14][CH2:15][CH3:16])=[O:13])[N:6]2[CH3:11])(=[O:19])[CH3:18]. Procedure details: In 20 ml of pyridine was dissolved 1.2 g (5.52 mmol) of ethyl 4-amino-1-methyl-2-indolecarboxylate. While stirring at room temperature, 10 ml of anhydrous acetic acid was added to the solution. After stirring for 2 hours at room temperature, the reaction mixture was poured onto ice water. The mixture was extracted three times with ethyl acetate. The combined extracts were washed with 1N hydrochloric acid and then with saturated sodium hydrogencarbonate solution. The solvent was then distilled of... Reported procedure: 80.0 mg (0.16 mmol) of N-[5-cyano-3-(2-ethoxypyridin-3-yl)-2-oxo-2,3-dihydro-1H-indol-3-yl]-4-(1-methylpiperidin-4-yl)piperazine-1-carboxamide were dissolved in dimethylformamide, and 7.63 mg (0.19 mmol, 60% w/w) of sodium hydride were added at 0° C. For the deprotonation of the 1,3-dihydro-2H-indol-2-on derivative, the mixture was stirred for 10 minutes, and 39.4 mg (0.19 mmol) of 4-methoxybenzenesulphonyl chloride were then added. The mixture was then allowed to warm to room temperature and st... Reaction SMILES: [C:1]([C:3]1[CH:4]=[C:5]2[C:9](=[CH:10][CH:11]=1)[NH:8][C:7](=[O:12])[C:6]2([NH:22][C:23]([N:25]1[CH2:30][CH2:29][N:28]([CH:31]2[CH2:36][CH2:35][N:34]([CH3:37])[CH2:33][CH2:32]2)[CH2:27][CH2:26]1)=[O:24])[C:13]1[C:14]([O:19][CH2:20][CH3:21])=[N:15][CH:16]=[CH:17][CH:18]=1)#[N:2].[H-].[Na+].N1C2C(=CC=CC=2)CC1=O.[CH3:50][O:51][C:52]1[CH:57]=[CH:56][C:55]([S:58](Cl)(=[O:60])=[O:59])=[CH:54][CH:53]=1.C(=O)(O)[O-].[Na+]>CN(C)C=O.C(OCC)(=O)C.ClCCl.CO>[C:1]([C:3]1[CH:4]=[C:5]2[C:9](=[CH:10][CH:11]=1)[N:8]([S:58]([C:55]1[CH:54]=[CH:53][C:52]([O:51][CH3:50])=[CH:57][CH:56]=1)(=[O:60])=[O:59])[C:7](=[O:12])[C:6]2([NH:22][C:23]([N:25]1[CH2:26][CH2:27][N:28]([CH:31]2[CH2:32][CH2:33][N:34]([CH3:37])[CH2:35][CH2:36]2)[CH2:29][CH2:30]1)=[O:24])[C:13]1[C:14]([O:19][CH2:20][CH3:21])=[N:15][CH:16]=[CH:17][CH:18]=1)#[N:2] |f:1.2,5.6,9.10|. Run in ClCCl.CO (dichloromethane methanol), CN(C=O)C (dimethylformamide), C(C)(=O)OCC (ethyl acetate). Starting materials: COC1=CC=C(C=C1)S(=O)(=O)Cl (4-methoxybenzenesulphonyl chloride), C(#N)C=1C=C2C(C(NC2=CC1)=O)(C=1C(=NC=CC1)OCC)NC(=O)N1CCN(CC1)C1CCN(CC1)C (N-[5-cyano-3-(2-ethoxypyridin-3-yl)-2-oxo-2,3-dihydro-1H-indol-3-yl]-4-(1-methylpiperidin-4-yl)piperazine-1-carboxamide), [H-].[Na+] (sodium hydride), N1C(CC2=CC=CC=C12)=O (1,3-dihydro-2H-indol-2-on), C([O-])(O)=O.[Na+] (sodium bicarbonate). Conditions: time 30 minute. Yield: 25.0%. Product: C(#N)C=1C=C2C(C(N(C2=CC1)S(=O)(=O)C1=CC=C(C=C1)OC)=O)(C=1C(=NC=CC1)OCC)NC(=O)N1CCN(CC1)C1CCN(CC1)C (N-[5-cyano-3-(2-ethoxypyridin-3-yl)-1-[(4-methoxyphenyl)sulphonyl]-2-oxo-2,3-dihydro-1H-indol-3-yl]-4-(1-methylpiperidin-4-yl)piperazine-1-carboxamide). Starting materials: O=C([O-])[O-], CC1(C)OB(c2ccc(S(=O)(=O)c3ccc(N)nc3)cc2)OC1(C)C, COCCOC, CC(O)(c1cnc(Cl)nc1)C(F)(F)F, [Cs+], [Cs+], O. Product: CC(O)(c1cnc(-c2ccc(S(=O)(=O)c3ccc(N)nc3)cc2)nc1)C(F)(F)F. Reaction SMILES: [C:40](=[O:41])([O-:42])[O-:43].[CH3:1][C:2]1([CH3:3])[C:4]([CH3:5])([CH3:6])[O:7][B:8]([c:9]2[cH:10][cH:11][c:12]([S:15](=[O:16])(=[O:17])[c:18]3[cH:19][cH:20][c:21]([NH2:24])[n:22][cH:23]3)[cH:13][cH:14]2)[O:25]1.[CH3:46][O:47][CH2:48][CH2:49][O:50][CH3:51].[Cl:26][c:27]1[n:28][cH:29][c:30]([C:33]([C:34]([F:35])([F:36])[F:37])([CH3:38])[OH:39])[cH:31][n:32]1.[Cs+:44].[Cs+:45].[OH2:52]>>[c:9]1(-[c:27]2[n:28][cH:29][c:30]([C:33]([C:34]([F:35])([F:36])[F:37])([CH3:38])[OH:39])[cH:31][n:32]2)[cH:10][cH:11][c:12]([S:15](=[O:16])(=[O:17])[c:18]2[cH:19][cH:20][c:21]([NH2:24])[n:22][cH:23]2)[cH:13][cH:14]1. The reactants are C(C1=CC=CC=C1)[C@H]1CN(CCN1)C1=CC(=C(C=C1)OC)OC1CCC1 ((S)-3-benzyl-1-(3-cyclobutyloxy-4-methoxy-phenyl)-piperazine), COC(CC1=NC(=NO1)C)=O ((3-methyl-[1,2,4]oxadiazol-5-yl)-acetic acid methyl ester). The product is C(C1=CC=CC=C1)[C@@H]1N(CCN(C1)C1=CC(=C(C=C1)OC)OC1CCC1)C(CC1=NC(=NO1)C)=O ((S)-1-(2-benzyl-4-(3-cyclobutoxy-4-methoxyphenyl)piperazin-1-yl)-2-(3-methyl-1,2,4-oxadiazol-5-yl)ethanone). The yield is 35.0%. RXN SMILES: [CH2:1]([C@@H:8]1[NH:13][CH2:12][CH2:11][N:10]([C:14]2[CH:19]=[CH:18][C:17]([O:20][CH3:21])=[C:16]([O:22][CH:23]3[CH2:26][CH2:25][CH2:24]3)[CH:15]=2)[CH2:9]1)[C:2]1[CH:7]=[CH:6][CH:5]=[CH:4][CH:3]=1.C[O:28][C:29](=O)[CH2:30][C:31]1[O:35][N:34]=[C:33]([CH3:36])[N:32]=1>>[CH2:1]([C@H:8]1[CH2:9][N:10]([C:14]2[CH:19]=[CH:18][C:17]([O:20][CH3:21])=[C:16]([O:22][CH:23]3[CH2:26][CH2:25][CH2:24]3)[CH:15]=2)[CH2:11][CH2:12][N:13]1[C:29](=[O:28])[CH2:30][C:31]1[O:35][N:34]=[C:33]([CH3:36])[N:32]=1)[C:2]1[CH:3]=[CH:4][CH:5]=[CH:6][CH:7]=1. Reported procedure: Prepared using the same procedure described in Example 275 from (S)-3-benzyl-1-(3-cyclobutyloxy-4-methoxy-phenyl)-piperazine and (3-methyl-[1,2,4]oxadiazol-5-yl)-acetic acid methyl ester with heating for 5 days to afford the title compound as an off-white solid (49 mg, 35%). LC/MS (Method B) 3.80 min, [M+1]+ 477.